From a dataset of the Open Reaction Database (ORD), a public repository of structured organic reaction records. describe an organic reaction: reactants, conditions, products, and yield Reactants: C(=O)=O (carbon dioxide), ClC1=C(C(=CC=C1)F)SC (2-chloro-6-fluorothioanisole). The solvent is O1CCCC1 (tetrahydrofuran), CCCCCC (hexane). Reaction conditions: temperature -78 celsius, time 3.5 hour. The product is ClC1=C(C(=C(C(=O)O)C=C1)F)SC (4-chloro-2-fluoro-3-(methylsulphenyl)benzoic acid). Reaction SMILES: [Cl:1][C:2]1[CH:7]=[CH:6][CH:5]=[C:4]([F:8])[C:3]=1[S:9][CH3:10].[C:11](=[O:13])=[O:12]>CCCCCC.O1CCCC1>[Cl:1][C:2]1[CH:7]=[CH:6][C:5]([C:11]([OH:13])=[O:12])=[C:4]([F:8])[C:3]=1[S:9][CH3:10]. Procedure: n-Butylithium (2.5M in hexane, 140 ml) was added to a stirred, cooled solution of crude 2-chloro-6-fluorothioanisole (60.0 g) in dry tetrahydrofuran while maintaining the temperature below -70° C. The mixture was stirred at -78° C. for 3.5 hours then poured onto solid carbon dioxide pellets. It was stirred and allowed to warm to room temperature. It was evaporated to dryness and the residue was dissolved in water and washed with ether. The aqueous layer was acidified to pH1 and extracted with et... Starting materials: CCN(C(=O)c1ccc(O)cc1)c1cc(OC)ccc1C1CCc2cc(OC)ccc2C1, CCN(CC)CCCl, Cl. The product is CCN(CC)CCOc1ccc(C(=O)N(CC)c2cc(OC)ccc2C2CCc3cc(OC)ccc3C2)cc1. As a reaction SMILES: [CH2:1]([CH3:2])[N:3]([C:4]([c:5]1[cH:6][cH:7][c:8]([OH:11])[cH:9][cH:10]1)=[O:12])[c:13]1[c:14]([CH:21]2[CH2:22][c:23]3[cH:24][cH:25][c:26]([O:31][CH3:32])[cH:27][c:28]3[CH2:29][CH2:30]2)[cH:15][cH:16][c:17]([O:19][CH3:20])[cH:18]1.[CH2:34]([CH3:35])[N:36]([CH2:37][CH2:38][Cl:39])[CH2:40][CH3:41].[ClH:33]>>[CH2:1]([CH3:2])[N:3]([C:4]([c:5]1[cH:6][cH:7][c:8]([O:11][CH2:38][CH2:37][N:36]([CH2:34][CH3:35])[CH2:40][CH3:41])[cH:9][cH:10]1)=[O:12])[c:13]1[c:14]([CH:21]2[CH2:22][c:23]3[cH:24][cH:25][c:26]([O:31][CH3:32])[cH:27][c:28]3[CH2:29][CH2:30]2)[cH:15][cH:16][c:17]([O:19][CH3:20])[cH:18]1.